From a dataset of the Open Reaction Database (ORD), a public repository of structured organic reaction records. describe an organic reaction: reactants, conditions, products, and yield Starting materials: ice, CN(C)[C@H]1[C@@H]2C[C@@H]3CC4=C(C(=C(C=C4)N)O)C(=C3C(=O)[C@@]2(C(=C(C1=O)C(=O)N)O)O)O.Cl (9-amino-6-demethyl-6-deoxytetracycline hydrochloride), S(O)(O)(=O)=O (sulfuric acid), ClCC(=O)OC(CCl)=O (chloroacetic anhydride), [OH-].[NH4+] (ammonium hydroxide). Run in O (water), CN(C=O)C (dimethylformamide), CN(C=O)C (dimethylformamide). Conditions: temperature 0 celsius, time 15 minute. Yields the product ClCC(=O)NC1(C(=C(C(C2(C(=C3C(C4=C(C=CC=C4CC3CC12)O)=O)O)O)=O)C(=O)N)O)N(C)C ((Chloroacetyl)amino-4-(dimethylamino)-1,4,4a,5,5a,6,11,12a-octahydro-3,10,12,12a-tetrahydroxy-1,11-dioxo-2-naphthacenecarboxamide). RXN SMILES: [CH3:1][N:2]([C@@H:4]1[C:24](=[O:25])[C:23]([C:26]([NH2:28])=[O:27])=[C:22]([OH:29])[C@:21]2([OH:30])[C@H:5]1[CH2:6][C@H:7]1[C:18]([C:19]2=[O:20])=[C:17]([OH:31])[C:10]2[C:11]([OH:16])=[C:12](N)[CH:13]=[CH:14][C:9]=2[CH2:8]1)[CH3:3].Cl.S(=O)(=O)(O)O.[Cl:38][CH2:39][C:40]([O:42]C(=O)CCl)=O.[OH-].[NH4+:48]>CN(C)C=O.O>[Cl:38][CH2:39][C:40]([NH:48][C:4]1([N:2]([CH3:3])[CH3:1])[CH:5]2[C:21]([OH:30])([C:19]([OH:20])=[C:18]3[CH:7]([CH2:6]2)[CH2:8][C:9]2[C:10](=[C:11]([OH:16])[CH:12]=[CH:13][CH:14]=2)[C:17]3=[O:31])[C:22](=[O:29])[C:23]([C:26]([NH2:28])=[O:27])=[C:24]1[OH:25])=[O:42] |f:0.1,4.5|. Reported procedure: Two and a half grams of 9-amino-6-demethyl-6-deoxytetracycline hydrochloride is added in portions, at 15°-20° C., to a solution of 17 ml of dimethylformamide and 0.6 ml of concentrated sulfuric acid. The added solid is completely in solution after 15 minutes. The solution is then cooled to 0° C. and 2.3 g of chloroacetic anhydride in 5 ml of dimethylformamide is added, dropwise, while maintaining the temperature at 0°-2° C. The reaction mixture is stirred for 30 minutes, poured into 40 g of ice ...